Dataset: the Open Reaction Database (ORD), a public repository of structured organic reaction records. Task: describe an organic reaction: reactants, conditions, products, and yield The reactants are CCOC(=O)Cc1ccc(CCNS(=O)(=O)c2ccc(F)cc2)n1C, [Na+], [OH-]. Yields the product Cn1c(CCNS(=O)(=O)c2ccc(F)cc2)ccc1CC(=O)O. As a reaction SMILES: [F:1][c:2]1[cH:3][cH:4][c:5]([S:8](=[O:9])(=[O:10])[NH:11][CH2:12][CH2:13][c:14]2[n:15]([CH3:25])[c:16]([CH2:19][C:20](=[O:21])[O:22][CH2:23][CH3:24])[cH:17][cH:18]2)[cH:6][cH:7]1.[Na+:27].[OH-:26]>>[F:1][c:2]1[cH:3][cH:4][c:5]([S:8](=[O:9])(=[O:10])[NH:11][CH2:12][CH2:13][c:14]2[n:15]([CH3:25])[c:16]([CH2:19][C:20](=[O:21])[OH:22])[cH:17][cH:18]2)[cH:6][cH:7]1. Reactants: C=Cc1cnc2c(ccn2C)c1, Cc1ccc2[nH]c3c(c2c1)CN(C)CC3, CN1CCCC1=O, [K+], [OH-]. The product is Cc1ccc2c(c1)c1c(n2CCc2cnc3c(ccn3C)c2)CCN(C)C1. Reaction SMILES: [CH3:16][n:17]1[cH:18][cH:19][c:20]2[c:21]1[n:22][cH:23][c:24]([CH:26]=[CH2:27])[cH:25]2.[CH3:1][N:2]1[CH2:3][c:4]2[c:5]([nH:6][c:7]3[cH:8][cH:9][c:10]([CH3:13])[cH:11][c:12]23)[CH2:14][CH2:15]1.[CH3:30][N:31]1[CH2:32][CH2:33][CH2:34][C:35]1=[O:36].[K+:29].[OH-:28]>>[CH3:1][N:2]1[CH2:3][c:4]2[c:5]([n:6]([CH2:27][CH2:26][c:24]3[cH:23][n:22][c:21]4[n:17]([CH3:16])[cH:18][cH:19][c:20]4[cH:25]3)[c:7]3[cH:8][cH:9][c:10]([CH3:13])[cH:11][c:12]23)[CH2:14][CH2:15]1.